Dataset: the Open Reaction Database (ORD), a public repository of structured organic reaction records. Task: describe an organic reaction: reactants, conditions, products, and yield The product is COC=1C=C(C=CC1OC)C1=CC(N(C(=N1)OCC)C)=O (6-(3,4-dimethoxyphenyl)-2-ethoxy-3-methyl-4(3H)-pyrimidinone). Reactants: COC=1C=C(C=CC1OC)C1=CC(N(C(N1)=O)C)=O (6-(3,4-dimethoxyphenyl)-3-methyl-2,4(1H,3H)-pyrimidinedione), [H-].[Na+] (sodium hydride), O (water), C(C)I (ethyl iodide). Procedure: To a solution of 6-(3,4-dimethoxyphenyl)-3-methyl-2,4(1H,3H)-pyrimidinedione (1.0 g) in N,N-dimethylformamide (10 ml) was added sodium hydride (60% in oil, 0.17 g). The mixture was heated at 60° C. with stirring for 20 minutes and cooled to ambient temperature. To the mixture was added ethyl iodide (5 ml) with stirring, which was continued at ambient temperature for 3.5 hours. To the reaction mixture was added water, and extracted with ethyl acetate. The organic extract was washed with water, dr... RXN SMILES: [CH3:1][O:2][C:3]1[CH:4]=[C:5]([C:11]2[NH:16][C:15](=[O:17])[N:14]([CH3:18])[C:13](=[O:19])[CH:12]=2)[CH:6]=[CH:7][C:8]=1[O:9][CH3:10].[H-].[Na+].[CH2:22](I)[CH3:23].O>CN(C)C=O>[CH3:1][O:2][C:3]1[CH:4]=[C:5]([C:11]2[N:16]=[C:15]([O:17][CH2:22][CH3:23])[N:14]([CH3:18])[C:13](=[O:19])[CH:12]=2)[CH:6]=[CH:7][C:8]=1[O:9][CH3:10] |f:1.2|. Reaction conditions: temperature 60 celsius, time 20 minute. The solvent is CN(C=O)C (N,N-dimethylformamide). Reactants: CC(Br)c1ccccc1, CCO, [K+], [OH-]. The product is CC(C(=O)O)c1ccccc1. Reaction SMILES: [Br:3][CH:4]([CH3:5])[c:6]1[cH:7][cH:8][cH:9][cH:10][cH:11]1.[CH3:12][CH2:13][OH:14].[K+:2].[OH-:1]>>[OH:1][C:13]([CH:4]([CH3:5])[c:6]1[cH:7][cH:8][cH:9][cH:10][cH:11]1)=[O:14]. Starting materials: FC=1C=C(C=CC1OC)C1=C(N2C([C@@H]([C@H]2C1)[C@@H](C)O)=O)C(=O)OCC=C (Allyl (5R,6S)-3-(3-fluoro-4-methoxyphenyl)-6-[(1R)-1-hydroxyethyl]-7-oxo-1-azabicyclo[3.2.0]hept-2-ene-2-carboxylate), C1(=CC=CC=C1)P(C1=CC=CC=C1)C1=CC=CC=C1 (triphenylphosphine), C(C)C(C(=O)[O-])CCCC.[Na+] (sodium 2-ethylhexanoate). The reagents and catalysts are C=1C=CC(=CC1)[P](C=2C=CC=CC2)(C=3C=CC=CC3)[Pd]([P](C=4C=CC=CC4)(C=5C=CC=CC5)C=6C=CC=CC6)([P](C=7C=CC=CC7)(C=8C=CC=CC8)C=9C=CC=CC9)[P](C=1C=CC=CC1)(C=1C=CC=CC1)C=1C=CC=CC1 (tetrakis(triphenylphosphine)palladium(0)). The solvent is C1CCOC1 (THF). Run at time 1 hour. Yields the product FC=1C=C(C=CC1OC)C1=C(N2C([C@@H]([C@H]2C1)[C@@H](C)O)=O)C(=O)[O-].[Na+] (sodium (5R,6S)-3-(3-fluoro-4-methoxyphenyl)-6-[(1R)-1-hydroxyethyl]-7-oxo-1-azabicyclo[3.2.0]hept-2-ene-2-carboxylate). The yield is 59.0%. RXN SMILES: [F:1][C:2]1[CH:3]=[C:4]([C:10]2[CH2:16][C@H:15]3[N:12]([C:13](=[O:20])[C@@H:14]3[C@H:17]([OH:19])[CH3:18])[C:11]=2[C:21]([O:23]CC=C)=[O:22])[CH:5]=[CH:6][C:7]=1[O:8][CH3:9].C1(P(C2C=CC=CC=2)C2C=CC=CC=2)C=CC=CC=1.C(C(CCCC)C([O-])=O)C.[Na+:56]>C1COCC1.C1C=CC([P]([Pd]([P](C2C=CC=CC=2)(C2C=CC=CC=2)C2C=CC=CC=2)([P](C2C=CC=CC=2)(C2C=CC=CC=2)C2C=CC=CC=2)[P](C2C=CC=CC=2)(C2C=CC=CC=2)C2C=CC=CC=2)(C2C=CC=CC=2)C2C=CC=CC=2)=CC=1>[F:1][C:2]1[CH:3]=[C:4]([C:10]2[CH2:16][C@H:15]3[N:12]([C:13](=[O:20])[C@@H:14]3[C@H:17]([OH:19])[CH3:18])[C:11]=2[C:21]([O-:23])=[O:22])[CH:5]=[CH:6][C:7]=1[O:8][CH3:9].[Na+:56] |f:2.3,6.7,^1:65,67,86,105|. Procedure details: Allyl (5R,6S)-3-(3-fluoro-4-methoxyphenyl)-6-[(1R)-1-hydroxyethyl]-7-oxo-1-azabicyclo[3.2.0]hept-2-ene-2-carboxylate (0.807 g), tetrakis(triphenylphosphine)palladium(0) (50 mg) and triphenylphosphine (10 mg) were dissolved in THF (12 mL), and thereto was added at room temperature sodium 2-ethylhexanoate (0.5M ethyl acetate solution, 4.46 mL). The solvent was removed in vacuo, and to the residue was added dichloromethane (10 mL). The mixture was extracted with ion-exchange water (10 mL×3 times) a... Product: COC(=O)c1cc(S(=O)(=O)c2cc(C)ccc2OC)cc2c1OCC2. Starting materials: COc1ccc(C)cc1S(=O)(=O)O, COC(=O)c1cccc2c1OCC2. RXN SMILES: [CH3:14][O:15][c:16]1[c:17]([S:23](=[O:24])(=[O:25])[OH:26])[cH:18][c:19]([CH3:22])[cH:20][cH:21]1.[O:1]1[CH2:2][CH2:3][c:4]2[c:5]1[c:6]([C:10](=[O:11])[O:12][CH3:13])[cH:7][cH:8][cH:9]2>>[O:1]1[CH2:2][CH2:3][c:4]2[c:5]1[c:6]([C:10](=[O:11])[O:12][CH3:13])[cH:7][c:8]([S:23]([c:17]1[c:16]([O:15][CH3:14])[cH:21][cH:20][c:19]([CH3:22])[cH:18]1)(=[O:24])=[O:25])[cH:9]2. Starting materials: ICC(C)C (1-iodo-2-methylpropane), [H-].[Na+] (NaH), NC=1N=CC2=C(N1)NC(C(=C2)C2=C(C=CC=C2Cl)Cl)=O (2-amino-6-(2,6-dichlorophenyl)-pyrido[2,3-d]pyrimidin-7(8H)-one), ICC(C)C (1-Iodo-2-methylpropane), ice water. The solvent is CN(C=O)C (dimethylformamide). Run at temperature 60 celsius, time 30 minute. The product is NC=1N=CC2=C(N1)N(C(C(=C2)C2=C(C=CC=C2Cl)Cl)=O)CC(C)C (2-amino-6-(2,6-dichlorophenyl)-8-isobutyl-8H-pyrido[2,3-d]pyrimidin-7-one). The yield is 50.5%. As a reaction SMILES: [H-].[Na+].[NH2:3][C:4]1[N:5]=[CH:6][C:7]2[CH:13]=[C:12]([C:14]3[C:19]([Cl:20])=[CH:18][CH:17]=[CH:16][C:15]=3[Cl:21])[C:11](=[O:22])[NH:10][C:8]=2[N:9]=1.I[CH2:24][CH:25]([CH3:27])[CH3:26]>CN(C)C=O>[NH2:3][C:4]1[N:5]=[CH:6][C:7]2[CH:13]=[C:12]([C:14]3[C:15]([Cl:21])=[CH:16][CH:17]=[CH:18][C:19]=3[Cl:20])[C:11](=[O:22])[N:10]([CH2:24][CH:25]([CH3:27])[CH3:26])[C:8]=2[N:9]=1 |f:0.1|. Procedure: To a suspension of NaH (60% in mineral oil, 36 mg) in 8 mL of dimethylformamide was added 2-amino-6-(2,6-dichlorophenyl)-pyrido[2,3-d]pyrimidin-7(8H)-one (205 mg, 0.67 mmol). The mixture was heated at 60° C. for 20 minutes resulting in a clear solution. 1-Iodo-2-methylpropane (110 μL, 0.94 mmol) was added, and the solution was stirred at 50° C. for 30 minutes. An additional amount of 1-iodo-2-methylpropane (40 μL, 0.34 mmol) was added, and the solution was stirred at 50° C. for 40 minutes, then ... The reactants are O=C(Cl)c1ccccc1, Nc1nc(S)n[nH]1, c1ccncc1. Yields the product O=C(Nc1nc(S)n[nH]1)c1ccccc1. Reaction SMILES: [C:8]([c:9]1[cH:10][cH:11][cH:12][cH:13][cH:14]1)(=[O:15])[Cl:16].[NH2:1][c:2]1[n:3][c:4]([SH:7])[n:5][nH:6]1.[cH:17]1[cH:18][cH:19][n:20][cH:21][cH:22]1>>[NH:1]([c:2]1[n:3][c:4]([SH:7])[n:5][nH:6]1)[C:8]([c:9]1[cH:10][cH:11][cH:12][cH:13][cH:14]1)=[O:15]. The reactants are C(#N)CCCC1=NC=CC(=C1)CN(C)C (2-(3-Cyanopropyl)-4-dimethylaminomethylpyridine), [H-].[Al+3].[Li+].[H-].[H-].[H-] (lithium aluminium hydride), [OH-].[Na+] (sodium hydroxide), O1CCCC1 (tetrahydrofuran). The solvent is C(C)OCC (diethyl ether), CCOCC (ether), O (water). Reaction conditions: time 2.5 hour. Product: CN(C)CC1=CC(=NC=C1)CCCCN (4-(4-dimethylaminomethyl-2-pyridyl)butylamine). The yield is 100.0%. As a reaction SMILES: [C:1]([CH2:3][CH2:4][CH2:5][C:6]1[CH:11]=[C:10]([CH2:12][N:13]([CH3:15])[CH3:14])[CH:9]=[CH:8][N:7]=1)#[N:2].[H-].[Al+3].[Li+].[H-].[H-].[H-].O1CCCC1.[OH-].[Na+]>C(OCC)C.O>[CH3:14][N:13]([CH2:12][C:10]1[CH:9]=[CH:8][N:7]=[C:6]([CH2:5][CH2:4][CH2:3][CH2:1][NH2:2])[CH:11]=1)[CH3:15] |f:1.2.3.4.5.6,8.9|. Reported procedure: 2-(3-Cyanopropyl)-4-dimethylaminomethylpyridine (1 g) in diethyl ether (15 ml) was added dropwise to a rapidly stirred suspension of lithium aluminium hydride (0.76 g) in ether (45 ml). The solution was stirred for 2.5 hours. Wet tetrahydrofuran, followed by 16% sodium hydroxide (1 ml) and then water was added and the mixture was filtered. The filtrate was evaporated to give 4-(4-dimethylaminomethyl-2-pyridyl)butylamine (1.02 g) as a clear oil. The reactants are CC(NC=O)C(=O)OC(C)(C)C, C1CCOC1, CC(C)[N-]C(C)C, [Li+], [N-]=[N+]=Nc1ccccc1C(=O)Cl. The product is CC(C(=O)OC(C)(C)C)N(C=O)C(=O)c1ccccc1N=[N+]=[N-]. RXN SMILES: [C:1]([CH3:2])([CH3:3])([CH3:4])[O:5][C:6]([CH:7]([CH3:8])[NH:9][CH:10]=[O:11])=[O:12].[CH2:33]1[O:34][CH2:35][CH2:36][CH2:37]1.[CH3:14][CH:15]([N-:16][CH:17]([CH3:18])[CH3:19])[CH3:20].[Li+:13].[N:21](=[N+:22]=[N-:23])[c:24]1[c:25]([C:26](=[O:27])[Cl:28])[cH:29][cH:30][cH:31][cH:32]1>>[C:1]([CH3:2])([CH3:3])([CH3:4])[O:5][C:6]([CH:7]([CH3:8])[N:9]([CH:10]=[O:11])[C:26]([c:25]1[c:24]([N:21]=[N+:22]=[N-:23])[cH:32][cH:31][cH:30][cH:29]1)=[O:27])=[O:12].